This data is from the Open Reaction Database (ORD), a public repository of structured organic reaction records. The task is: describe an organic reaction: reactants, conditions, products, and yield Starting materials: FC(C=1C=C(C=CC1)NCCO)(F)F (N-(3-trifluoromethylphenyl)ethanolamine), C1(=CC=CC=C1)P(C1=CC=CC=C1)C1=CC=CC=C1 (triphenyl phosphine), C(Br)(Br)(Br)Br (carbon tetrabromide). The reagents and catalysts are C1(=CC=CC=C1)P(C1=CC=CC=C1)C1=CC=CC=C1 (triphenyl phosphine). Run in N1=CC=CC=C1 (pyridine). Run at temperature 0 celsius, time 1 hour. Yields the product BrCCNC1=CC(=CC=C1)C(F)(F)F (N-(2-bromoethyl)-α,α,αtrifluoro-m-toluidine). The yield is 258.8%. As a reaction SMILES: [F:1][C:2]([F:14])([F:13])[C:3]1[CH:4]=[C:5]([NH:9][CH2:10][CH2:11]O)[CH:6]=[CH:7][CH:8]=1.C1(P(C2C=CC=CC=2)C2C=CC=CC=2)C=CC=CC=1.C(Br)(Br)(Br)[Br:35]>N1C=CC=CC=1.C1(P(C2C=CC=CC=2)C2C=CC=CC=2)C=CC=CC=1>[Br:35][CH2:11][CH2:10][NH:9][C:5]1[CH:6]=[CH:7][CH:8]=[C:3]([C:2]([F:14])([F:13])[F:1])[CH:4]=1. Reported procedure: N-(3-trifluoromethylphenyl)ethanolamine (4.17 g) and triphenyl phosphine (5.50 g) were dissolved in dry pyridine (35 ml) and stirred at 0° C. To this solution was added, portionwise, carbon tetrabromide (7.08 g). Stirring was continued for 1 hour and the reaction mixture was left to stand at room temperature overnight. A little more triphenyl phosphine (0.20 g) was added, and when virtually all starting alcohol had been consumed the pyridine was removed under reduced pressure to leave a brown re... Reactants: C(C1=CC=CC=C1)OC(=O)N[C@@H](C)C(=O)N[C@@H]([C@H](OC(C)(C)C)C)C(=O)N[C@@H](C(C)C)C(=O)NCC(=O)NCC1=C2OC=3C(=C(C=CC3C(C2=CC=C1OC)(C)C)OC)CC(=O)OC (methyl 5-[(N-benzyloxycarbonyl-L-alanyl-O-tert-butyl-L-threonyl-L-valyl-glycyl)aminomethyl]-3,6-dimethoxy-9,9-dimethylxanthene-4-acetate). Reagents/catalysts: [Pd] (palladium/charcoal). Run in O1CCOCC1 (dioxan). Reaction conditions: time 19 hour. Yields the product N[C@@H](C)C(=O)N[C@@H]([C@H](OC(C)(C)C)C)C(=O)N[C@@H](C(C)C)C(=O)NCC(=O)NCC1=C2OC=3C(=C(C=CC3C(C2=CC=C1OC)(C)C)OC)CC(=O)OC (methyl 5-[(L-alanyl-O-tert-butyl-L-threonyl-L-valyl-glycyl)aminomethyl]-3,6-dimethoxy-9,9-dimethylxanthene-4-acetate). Isolated yield 99.2%. RXN SMILES: C(OC([NH:11][C@H:12]([C:14]([NH:16][C@H:17]([C:25]([NH:27][C@H:28]([C:32]([NH:34][CH2:35][C:36]([NH:38][CH2:39][C:40]1[C:53]([O:54][CH3:55])=[CH:52][CH:51]=[C:50]2[C:41]=1[O:42][C:43]1[C:44]([CH2:60][C:61]([O:63][CH3:64])=[O:62])=[C:45]([O:58][CH3:59])[CH:46]=[CH:47][C:48]=1[C:49]2([CH3:57])[CH3:56])=[O:37])=[O:33])[CH:29]([CH3:31])[CH3:30])=[O:26])[C@@H:18]([CH3:24])[O:19][C:20]([CH3:23])([CH3:22])[CH3:21])=[O:15])[CH3:13])=O)C1C=CC=CC=1>O1CCOCC1.[Pd]>[NH2:11][C@H:12]([C:14]([NH:16][C@H:17]([C:25]([NH:27][C@H:28]([C:32]([NH:34][CH2:35][C:36]([NH:38][CH2:39][C:40]1[C:53]([O:54][CH3:55])=[CH:52][CH:51]=[C:50]2[C:41]=1[O:42][C:43]1[C:44]([CH2:60][C:61]([O:63][CH3:64])=[O:62])=[C:45]([O:58][CH3:59])[CH:46]=[CH:47][C:48]=1[C:49]2([CH3:57])[CH3:56])=[O:37])=[O:33])[CH:29]([CH3:31])[CH3:30])=[O:26])[C@@H:18]([CH3:24])[O:19][C:20]([CH3:23])([CH3:21])[CH3:22])=[O:15])[CH3:13]. Procedure: A solution of 70 mg of methyl 5-[(N-benzyloxycarbonyl-L-alanyl-O-tert-butyl-L-threonyl-L-valyl-glycyl)aminomethyl]-3,6-dimethoxy-9,9-dimethylxanthene-4-acetate in 20 ml of dioxan was treated with 47 mg of palladium/charcoal (10%) and stirred under hydrogen for 19 hours. After filtering off the catalyst the filtrate was concentrated, whereby 59 mg of colourless methyl 5-[(L-alanyl-O-tert-butyl-L-threonyl-L-valyl-glycyl)aminomethyl]-3,6-dimethoxy-9,9-dimethylxanthene-4-acetate was obtained; IR 330... Product: C=CCOc1ccc(C(=O)OCC)cc1. The reactants are O=C([O-])[O-], C=CCBr, CC(C)=O, [K+], [K+], CCOC(=O)c1ccc(O)cc1. Reaction SMILES: [C:13](=[O:14])([O-:15])[O-:16].[CH2:19]([CH:20]=[CH2:21])[Br:22].[CH3:23][C:24](=[O:25])[CH3:26].[K+:17].[K+:18].[OH:1][c:2]1[cH:3][cH:4][c:5]([C:6](=[O:7])[O:8][CH2:9][CH3:10])[cH:11][cH:12]1>>[O:1]([c:2]1[cH:3][cH:4][c:5]([C:6](=[O:7])[O:8][CH2:9][CH3:10])[cH:11][cH:12]1)[CH2:21][CH:20]=[CH2:19]. Starting materials: ClC1=CC=C(C=C1)C1=C(C(=NN1S(=O)(=O)C1=CC=C(C=C1)C)C1CCN(CC1)C(C)=O)C1=NC=NC=C1 (1-{4-[5-(4-chlorophenyl)-4-pyrimidin-4-yl-1-(toluene-4-sulfonyl)-1H-pyrazole-3-yl]-piperidine-1-yl}-ethanone), [OH-].[Na+] (NaOH). Solvent: Cl (HCl). Run at time 2.5 hour. Yields the product ClC1=CC=C(C=C1)C1=NNC(=C1C1=NC=NC=C1)C1CCNCC1 (4-[3-(4-chlorophenyl)-5-piperidine-4-yl-1H-pyrazol-4-yl]pyrimidine). Yield: 74.7%. As a reaction SMILES: [Cl:1][C:2]1[CH:7]=[CH:6][C:5]([C:8]2[N:12](S(C3C=CC(C)=CC=3)(=O)=O)[N:11]=[C:10]([CH:23]3[CH2:28][CH2:27][N:26](C(=O)C)[CH2:25][CH2:24]3)[C:9]=2[C:32]2[CH:37]=[CH:36][N:35]=[CH:34][N:33]=2)=[CH:4][CH:3]=1.[OH-].[Na+]>Cl>[Cl:1][C:2]1[CH:3]=[CH:4][C:5]([C:8]2[C:9]([C:32]3[CH:37]=[CH:36][N:35]=[CH:34][N:33]=3)=[C:10]([CH:23]3[CH2:28][CH2:27][NH:26][CH2:25][CH2:24]3)[NH:11][N:12]=2)=[CH:6][CH:7]=1 |f:1.2|. Procedure: This reaction was conducted in a 250 ml round bottom flask. To 4-{3-(1-acetylpiperidin-4-yl)-5-(4-chlorophenyl)-1-[(4-methylphenyl)sulfonyl]-1H-pyrazole-4-yl}pyrimidine (9) (6.86 g) was added 6 M HCl (40 ml). The mixture was stirred and heated to reflux. The reaction was monitored by HPLC, and determined to be complete after 2.5 hr. The mixture was then cooled in an ice/water bath, and 6 M NaOH was slowly added until the pH was between 13–14. The resulting product was isolated via vacuum filtrat... The reactants are O.O.O.NCCCC(O)(P(O)([O-])=O)P(O)(O)=O.[Na+] (sodium trihydrogen 4-amino-1-hydroxybutylidenediphosphonate trihydrate), [OH-].[Na+] (sodium hydroxide), C(C)(=O)OC1=C(C(=O)Cl)C=CC=C1 (2-acetoxybenzoic acid chloride). The reagents and catalysts are CN(C1=CC=NC=C1)C (p-dimethylaminopyridine), [I-].C(CCCCC)[N+](CCCCCC)(CCCCCC)CCCCCC (tetrahexylammonium iodide). Solvent: O (water), C(C)OCC (diethyl ether). Reaction conditions: temperature 0 celsius, time 2 hour. Product: C(C)(=O)OC1=C(C(=O)C(CCC(O)(P(O)(O)=O)P(O)(O)=O)N)C=CC=C1 ([4-(2-Acetoxybenzoyl)-amino-1-hydroxybutylidene]-diphosphonic acid). As a reaction SMILES: O.O.O.[NH2:4][CH2:5][CH2:6][CH2:7][C:8]([P:14](=[O:17])([OH:16])[OH:15])([P:10](=[O:13])([O-:12])[OH:11])[OH:9].[Na+].[OH-].[Na+].[C:21]([O:24][C:25]1[CH:33]=[CH:32][CH:31]=[CH:30][C:26]=1[C:27](Cl)=[O:28])(=[O:23])[CH3:22]>O.CN(C)C1C=CN=CC=1.[I-].C([N+](CCCCCC)(CCCCCC)CCCCCC)CCCCC.C(OCC)C>[C:21]([O:24][C:25]1[CH:33]=[CH:32][CH:31]=[CH:30][C:26]=1[C:27]([CH:5]([NH2:4])[CH2:6][CH2:7][C:8]([P:14](=[O:15])([OH:16])[OH:17])([P:10](=[O:11])([OH:12])[OH:13])[OH:9])=[O:28])(=[O:23])[CH3:22] |f:0.1.2.3.4,5.6,10.11|. Procedure details: 3.18 g (9.8 mmoles ) of sodium trihydrogen 4-amino-1-hydroxybutylidenediphosphonate trihydrate are added in 30 ml of water to 1.8 g (45 mmoles) of sodium hydroxide, 100 mg of p-dimethylaminopyridine and 200 mg of tetrahexylammonium iodide. The resulting solution is cooled to 0° C., and added with 2.03 g (10.2 mmoles) of 2-acetoxybenzoic acid chloride dissolved in 10 ml of diethyl ether. The reaction mixture is stirred for 2 hours at room temperature, then it is extracted with ethyl ether and the...